Dataset: the Open Reaction Database (ORD), a public repository of structured organic reaction records. Task: describe an organic reaction: reactants, conditions, products, and yield The reactants are CCO, O=[N+]([O-])c1ccc(SC(F)(F)F)cc1. The product is Nc1ccc(SC(F)(F)F)cc1. Reaction SMILES: [CH3:15][CH2:16][OH:17].[F:1][C:2]([F:3])([F:4])[S:5][c:6]1[cH:7][cH:8][c:9]([N+:12]([O-:13])=[O:14])[cH:10][cH:11]1>>[F:1][C:2]([F:3])([F:4])[S:5][c:6]1[cH:7][cH:8][c:9]([NH2:12])[cH:10][cH:11]1. Starting materials: BrCC1CO1, CCCCCC, Cc1nnc(-c2ccccc2O)o1, [Cl-], [H-], [Na+], [Na+], C1CCOC1, Cc1ccccc1. The product is Cc1nnc(-c2ccccc2OCC2CO2)o1. RXN SMILES: [Br:16][CH2:17][CH:18]1[CH2:19][O:20]1.[CH3:28][CH2:29][CH2:30][CH2:31][CH2:32][CH3:33].[CH3:3][c:4]1[n:5][n:6][c:7](-[c:9]2[c:10]([OH:15])[cH:11][cH:12][cH:13][cH:14]2)[o:8]1.[Cl-:22].[H-:1].[Na+:21].[Na+:2].[O:23]1[CH2:24][CH2:25][CH2:26][CH2:27]1.[c:34]1([CH3:35])[cH:36][cH:37][cH:38][cH:39][cH:40]1>>[CH3:3][c:4]1[n:5][n:6][c:7](-[c:9]2[c:10]([O:15][CH2:17][CH:18]3[CH2:19][O:20]3)[cH:11][cH:12][cH:13][cH:14]2)[o:8]1.